From a dataset of the Open Reaction Database (ORD), a public repository of structured organic reaction records. describe an organic reaction: reactants, conditions, products, and yield Reaction SMILES: O[CH:2]([C:19]1[CH:24]=[C:23]([Si:25]([CH3:28])([CH3:27])[CH3:26])[C:22]([O:29][CH2:30][CH3:31])=[C:21]([F:32])[C:20]=1[C:33]([F:36])([F:35])[F:34])[CH2:3][CH:4]1[CH2:9][CH2:8][CH:7]([CH:10]2[CH2:15][CH2:14][CH:13]([CH2:16][CH2:17][CH3:18])[CH2:12][CH2:11]2)[CH2:6][CH2:5]1.O.C1(C)C=CC(S(O)(=O)=O)=CC=1.Cl.[Na]>C1(C)C=CC=CC=1>[CH2:16]([CH:13]1[CH2:12][CH2:11][CH:10]([CH:7]2[CH2:6][CH2:5][CH:4]([CH:3]=[CH:2][C:19]3[CH:24]=[C:23]([Si:25]([CH3:27])([CH3:26])[CH3:28])[C:22]([O:29][CH2:30][CH3:31])=[C:21]([F:32])[C:20]=3[C:33]([F:35])([F:36])[F:34])[CH2:9][CH2:8]2)[CH2:15][CH2:14]1)[CH2:17][CH3:18] |f:1.2,3.4,^1:49|. Procedure details: 20.7 g of the crude 1-hydroxy-1-(2-trifluoromethyl-3-fluoro-4-ethoxy-5-trimethylsilylphenyl)-2-(4-(4-propylcyclohexyl)cyclohexyl)ethane obtained in the first step was dissolved in toluene. 0.68 g (3.57 mmol) of p-toluene sulfonic acid monohydrate was added and refluxed under heating for 2 hours while dewatering by using a Dean Stark apparatus. The reaction mixture was poured into 200 ml of an aqueous sodium hydrogen chloride solution and extracted with 200 ml of toluene. The organic layer was wa... Product: C(CC)C1CCC(CC1)C1CCC(CC1)C=CC1=C(C(=C(C(=C1)[Si](C)(C)C)OCC)F)C(F)(F)F (β-(4-(4-propylcyclohexyl)cyclohexyl)-2-trifluoromethyl-3-fluoro-4-ethoxy-5-trimethylsilyl styrene). The solvent is C1(=CC=CC=C1)C (toluene). Isolated yield 80.2%. The reactants are OC(CC1CCC(CC1)C1CCC(CC1)CCC)C1=C(C(=C(C(=C1)[Si](C)(C)C)OCC)F)C(F)(F)F (1-hydroxy-1-(2-trifluoromethyl-3-fluoro-4-ethoxy-5-trimethylsilylphenyl)-2-(4-(4-propylcyclohexyl)cyclohexyl)ethane), O.C1(=CC=C(C=C1)S(=O)(=O)O)C (p-toluene sulfonic acid monohydrate), Cl.[Na] (sodium hydrogen chloride). Starting materials: O=C1C(=CNN1C1=CC=C(C=N1)C(=O)OC(C)(C)C)C=1C=NC=CC1 (tert-Butyl 6-(5-oxo-4-pyridin-3-yl-2,5-dihydro-1H-pyrazol-1-yl)pyridine-3-carboxylate), solution, Cl (hydrogen chloride). Run in O1CCOCC1 (dioxane). The product is Cl.O=C1C(=CNN1C1=CC=C(C=N1)C(=O)OC(C)(C)C)C=1C=NC=CC1 (tert-Butyl 6-(5-oxo-4-pyridin-3-yl-2,5-dihydro-1H-pyrazol-1-yl)pyridine-3-carboxylate hydrochloride). As a reaction SMILES: [O:1]=[C:2]1[N:6]([C:7]2[N:12]=[CH:11][C:10]([C:13]([O:15][C:16]([CH3:19])([CH3:18])[CH3:17])=[O:14])=[CH:9][CH:8]=2)[NH:5][CH:4]=[C:3]1[C:20]1[CH:21]=[N:22][CH:23]=[CH:24][CH:25]=1.[ClH:26]>O1CCOCC1>[ClH:26].[O:1]=[C:2]1[N:6]([C:7]2[N:12]=[CH:11][C:10]([C:13]([O:15][C:16]([CH3:19])([CH3:18])[CH3:17])=[O:14])=[CH:9][CH:8]=2)[NH:5][CH:4]=[C:3]1[C:20]1[CH:21]=[N:22][CH:23]=[CH:24][CH:25]=1 |f:3.4|. Procedure: 100 mg (0.3 mmol) of the compound from Example 15 are stirred in a 4 N solution of hydrogen chloride in dioxane at RT for 30 min. The solid is then filtered off and dried under high vacuum. RXN SMILES: [CH2:12]([Li:13])[CH2:14][CH2:15][CH3:16].[CH3:25][CH2:26][CH2:27][CH2:28][CH2:29][CH3:30].[CH3:9][CH2:10][OH:11].[Cl-:17].[Cl-:19].[O:20]1[CH2:21][CH2:22][CH2:23][CH2:24]1.[Zn+2:18].[c:1]1([C:7]#[CH:8])[cH:2][cH:3][cH:4][cH:5][cH:6]1>>[c:1]1([C:7]#[C:8][Zn:18])[cH:2][cH:3][cH:4][cH:5][cH:6]1. The reactants are [Li]CCCC, CCCCCC, CCO, [Cl-], [Cl-], C1CCOC1, [Zn+2], C#Cc1ccccc1. The product is [Zn]C#Cc1ccccc1. The reactants are Cc1nc(Br)c[nH]1, CCOC(=O)Cc1cccc(Oc2ccc(B3OC(C)(C)C(C)(C)O3)cc2CN2C(=O)OC(c3ccccc3)C2C)c1. Yields the product CCOC(=O)Cc1cccc(Oc2ccc(-c3cnc(C)[nH]3)cc2CN2C(=O)OC(c3ccccc3)C2C)c1. As a reaction SMILES: [Br:43][c:44]1[n:45][c:46]([CH3:49])[nH:47][cH:48]1.[CH2:1]([CH3:2])[O:3][C:4]([CH2:5][c:6]1[cH:7][c:8]([O:12][c:13]2[c:14]([CH2:28][N:29]3[C:30](=[O:41])[O:31][CH:32]([c:35]4[cH:36][cH:37][cH:38][cH:39][cH:40]4)[CH:33]3[CH3:34])[cH:15][c:16]([B:19]3[O:20][C:21]([CH3:22])([CH3:23])[C:24]([CH3:25])([CH3:26])[O:27]3)[cH:17][cH:18]2)[cH:9][cH:10][cH:11]1)=[O:42]>>[CH2:1]([CH3:2])[O:3][C:4]([CH2:5][c:6]1[cH:7][c:8]([O:12][c:13]2[c:14]([CH2:28][N:29]3[C:30](=[O:41])[O:31][CH:32]([c:35]4[cH:36][cH:37][cH:38][cH:39][cH:40]4)[CH:33]3[CH3:34])[cH:15][c:16](-[c:44]3[nH:45][c:46]([CH3:49])[n:47][cH:48]3)[cH:17][cH:18]2)[cH:9][cH:10][cH:11]1)=[O:42]. The reactants are CO, [Cl-], CCc1ccc(-c2ccc(Cl)cc2)cc1[N+](=O)[O-], [NH4+], O, [Zn]. Product: CCc1ccc(-c2ccc(Cl)cc2)cc1N. As a reaction SMILES: [CH3:22][OH:23].[Cl-:20].[Cl:1][c:2]1[cH:3][cH:4][c:5](-[c:8]2[cH:9][c:10]([N+:16]([O-:17])=[O:18])[c:11]([CH2:14][CH3:15])[cH:12][cH:13]2)[cH:6][cH:7]1.[NH4+:21].[OH2:19].[Zn:24]>>[Cl:1][c:2]1[cH:3][cH:4][c:5](-[c:8]2[cH:9][c:10]([NH2:16])[c:11]([CH2:14][CH3:15])[cH:12][cH:13]2)[cH:6][cH:7]1. Isolated yield 97.8%. Reported procedure: A flask charged with 3-(3-methyl-isoxazol-5-yl)-6-nitro-4-phenyl-1H-quinolin-2-one (0.2 g, 0.58 mmol)(Example 51), 50 mg of 10% Pd/C, and 10 mL of methanol was shaken on a Parr apparatus under 15 PSI of H2 for 8 hrs. The solution was filtered and concentrated to give 0.18 g (100%) of the title compound as a white solid. 1H NMR (400 MHz, CD3OD) δ 7.44 (m, 3H), 7.22 (m, 3H), 7.04 (m, 1H), 6.50 (m, 1H), 6.34 (s, 1H), 2.20 (s, 3H). Mass spectrum (ESI, m/z) calcd. for C19H15N3O2 317.1, found 318.1 (M... Product: NC=1C=C2C(=C(C(NC2=CC1)=O)C1=CC(=NO1)C)C1=CC=CC=C1 (6-Amino-3-(3-methyl-isoxazol-5-yl)-4-phenyl-1H-quinolin-2-one). Reactants: CC1=NOC(=C1)C=1C(NC2=CC=C(C=C2C1C1=CC=CC=C1)[N+](=O)[O-])=O (3-(3-methyl-isoxazol-5-yl)-6-nitro-4-phenyl-1H-quinolin-2-one). The reagents and catalysts are [Pd] (Pd/C). Run in CO (methanol). Reaction conditions: time 8 hour. As a reaction SMILES: [CH3:1][C:2]1[CH:6]=[C:5]([C:7]2[C:8](=[O:26])[NH:9][C:10]3[C:15]([C:16]=2[C:17]2[CH:22]=[CH:21][CH:20]=[CH:19][CH:18]=2)=[CH:14][C:13]([N+:23]([O-])=O)=[CH:12][CH:11]=3)[O:4][N:3]=1>[Pd].CO>[NH2:23][C:13]1[CH:14]=[C:15]2[C:10](=[CH:11][CH:12]=1)[NH:9][C:8](=[O:26])[C:7]([C:5]1[O:4][N:3]=[C:2]([CH3:1])[CH:6]=1)=[C:16]2[C:17]1[CH:18]=[CH:19][CH:20]=[CH:21][CH:22]=1. Starting materials: Br.NC=1SC(=CN1)Br (2-amino-5-bromothiazole hydrobromide), [O-]C#N.[Na+] (sodium cyanate), N1=CC=CC=C1 (pyridine), CC1=CC2=C(SC(=C2)S(=O)(=O)Cl)C=C1 (5-methyl-benzo[b]thiophenesulfonyl chloride). The solvent is C(C)#N (acetonitrile). Conditions: time 3 hour. The product is BrC1=CN=C(S1)NC(=O)NS(=O)(=O)C=1SC2=C(C1)C=C(C=C2)C (N-[(5-Bromo-1,3-thiazol-2-yl)carbamoyl]-5-methyl-1-benzothiophene-2-sulfonamide). Yield: 78.2%. Reaction SMILES: [CH3:1][C:2]1[CH:14]=[CH:13][C:5]2[S:6][C:7]([S:9](Cl)(=[O:11])=[O:10])=[CH:8][C:4]=2[CH:3]=1.[O-:15][C:16]#[N:17].[Na+].N1C=CC=CC=1.Br.[NH2:26][C:27]1[S:28][C:29]([Br:32])=[CH:30][N:31]=1>C(#N)C>[Br:32][C:29]1[S:28][C:27]([NH:26][C:16]([NH:17][S:9]([C:7]2[S:6][C:5]3[CH:13]=[CH:14][C:2]([CH3:1])=[CH:3][C:4]=3[CH:8]=2)(=[O:11])=[O:10])=[O:15])=[N:31][CH:30]=1 |f:1.2,4.5|. Reported procedure: To a suspension of 5-methyl-benzo[b]thiophenesulfonyl chloride (Maybridge, CAS: 90273-30-6, 0.37 g) in acetonitrile (5.0 mL) were added sodium cyanate (0.163 g) in one portion and pyridine (0.60 mL). The reaction mixture was stirred at rt for 3 h, then 2-amino-5-bromothiazole hydrobromide (0.286 g) was added in one portion. The mixture was stirred at rt for 4 h and quenched with 70% acetic acid (2.4 mL) and water (4.0 mL). The suspension was filtered, washed with waterlethanol and water, dried o...